From a dataset of the Open Reaction Database (ORD), a public repository of structured organic reaction records. describe an organic reaction: reactants, conditions, products, and yield Starting materials: [OH-].[Na+] (Sodium hydroxide), C(C)(=O)OC[C@@]([C@H](C)C1=NC=NC=C1)(O)C1=C(C=C(C=C1)F)F ((2S,3R)-1-Acetoxy-2-(2,4-difluorophenyl)-3-(pyrimidin-4-yl)butan-2-ol), O (Water). Solvent: CO (methanol). Conditions: time 0.25 hour. Yields the product FC1=C(C=CC(=C1)F)[C@](CO)([C@H](C)C1=NC=NC=C1)O ((2S,3R)-2-(2,4-Difluorophenyl)-3-(pyrimidin-4-yl)butan-1,2-diol). Isolated yield 85.9%. RXN SMILES: [OH-].[Na+].C([O:6][CH2:7][C@:8]([C:18]1[CH:23]=[CH:22][C:21]([F:24])=[CH:20][C:19]=1[F:25])([OH:17])[C@@H:9]([C:11]1[CH:16]=[CH:15][N:14]=[CH:13][N:12]=1)[CH3:10])(=O)C.O>CO>[F:25][C:19]1[CH:20]=[C:21]([F:24])[CH:22]=[CH:23][C:18]=1[C@@:8]([OH:17])([C@@H:9]([C:11]1[CH:16]=[CH:15][N:14]=[CH:13][N:12]=1)[CH3:10])[CH2:7][OH:6] |f:0.1|. Procedure details: 2N Sodium hydroxide solution (40 ml) was added with stirring over 0.25 hour to a solution of the product of part (ii) (23.3 g) in methanol (80 ml) and stirring was continued for a further 0.25 hour. Water (150 ml) was added and the mixture was cooled. The solid was filtered off, washed with water and dried to give the title compounds, (17.4 g), m.p. 148.5°-150.5°.